Dataset: the Open Reaction Database (ORD), a public repository of structured organic reaction records. Task: describe an organic reaction: reactants, conditions, products, and yield Reactants: O (water), [Cl-].[Na+].O (brine), COC=1C=C(C=CC1)SCC(C(=O)NC1=CC(=C(C=C1)C#N)C(F)(F)F)(C)O (3-(3-methoxyphenylthio)-N-(4-cyano-3-(trifluoromethyl)phenyl)-2-hydroxy-2-methylpropanamide), OO (hydrogen peroxide), [H-] (hydride). Run in ClCCl (dichloromethane), ClCCl (dichloromethane). Run at time 16 hour. Yields the product COC=1C=C(C=CC1)S(=O)(=O)CC(C(=O)NC1=CC(=C(C=C1)C#N)C(F)(F)F)(C)O (3-(3-methoxyphenylsulfonyl)-N-(4-cyano-3-(trifluoromethyl)phenyl)-2-hydroxy-2-methylpropanamide). As a reaction SMILES: [CH3:1][O:2][C:3]1[CH:4]=[C:5]([S:9][CH2:10][C:11]([OH:28])([CH3:27])[C:12]([NH:14][C:15]2[CH:20]=[CH:19][C:18]([C:21]#[N:22])=[C:17]([C:23]([F:26])([F:25])[F:24])[CH:16]=2)=[O:13])[CH:6]=[CH:7][CH:8]=1.OO.[H-].[OH2:32].[Cl-].[Na+].[OH2:35]>ClCCl>[CH3:1][O:2][C:3]1[CH:4]=[C:5]([S:9]([CH2:10][C:11]([OH:28])([CH3:27])[C:12]([NH:14][C:15]2[CH:20]=[CH:19][C:18]([C:21]#[N:22])=[C:17]([C:23]([F:24])([F:25])[F:26])[CH:16]=2)=[O:13])(=[O:35])=[O:32])[CH:6]=[CH:7][CH:8]=1 |f:4.5.6|. Reported procedure: To a solution of 3-(3-methoxyphenylthio)-N-(4-cyano-3-(trifluoromethyl)phenyl)-2-hydroxy-2-methylpropanamide (29 mg, 0.07 mmol) in dichloromethane (0.18 mL) at −78° C. was added 30% hydrogen peroxide (16 μL, 0.57 mmol) followed by the slow addition of trifluoroacetic an hydride (60 μL, 0.45 mmol). The reaction was stirred at room temperature for 16 h. The reaction was diluted with dichloromethane. Cold water and brine were added, and the reaction was stirred for 20 minutes. The organic layer was... Reactants: II (Iodine), N1(C=NC=C1)C1=CC=C(C=C1)O (4-(Imidazol-1-yl)phenol), S(=S)(=O)([O-])[O-].[Na+].[Na+] (sodium thiosulfate). Conditions: time 8 day. Yield: 13.8%. Reaction SMILES: [N:1]1([C:6]2[CH:11]=[CH:10][C:9]([OH:12])=[CH:8][CH:7]=2)[CH:5]=[CH:4][N:3]=[CH:2]1.[I:13]I.S([O-])([O-])(=O)=S.[Na+].[Na+]>O.CO.ClCCl>[N:1]1([C:6]2[CH:11]=[CH:10][C:9]([OH:12])=[C:8]([I:13])[CH:7]=2)[CH:5]=[CH:4][N:3]=[CH:2]1 |f:2.3.4|. Solvent: ClCCl (dichloromethane), CO (methanol), O (water), CO (methanol). Procedure: 4-(Imidazol-1-yl)phenol (500 mg) was dissolved in water (6 ml), methanol (18 ml), and dichloromethane (6 ml) to prepare a solution. Iodine (1.58 g) was added to the solution, and the mixture was stirred at room temperature for 8 days. An aqueous sodium thiosulfate solution and methanol were added to the reaction solution, and the mixture was stirred and was then concentrated. The concentrate was extracted with chloroform, and the chloroform layer was then washed with water and saturated brine an... Product: N1(C=NC=C1)C1=CC(=C(C=C1)O)I (4-(imidazol-1-yl)-2-iodophenol).